Dataset: the Open Reaction Database (ORD), a public repository of structured organic reaction records. Task: describe an organic reaction: reactants, conditions, products, and yield The reactants are CC(C)Cn1c(=O)n(C)c(=O)c2c(Br)c(C(=O)c3nc4ccccc4n3C)sc21, CC(C)S, [H-], [Na+], C1CCOC1. Product: CC(C)Cn1c(=O)n(C)c(=O)c2c(SC(C)C)c(C(=O)c3nc4ccccc4n3C)sc21. Reaction SMILES: [Br:1][c:2]1[c:3]([C:18](=[O:19])[c:20]2[n:21][c:22]3[c:23]([n:24]2[CH3:25])[cH:26][cH:27][cH:28][cH:29]3)[s:4][c:5]2[n:6]([CH2:14][CH:15]([CH3:16])[CH3:17])[c:7](=[O:13])[n:8]([CH3:12])[c:9](=[O:11])[c:10]12.[CH3:32][CH:33]([CH3:34])[SH:35].[H-:30].[Na+:31].[O:36]1[CH2:37][CH2:38][CH2:39][CH2:40]1>>[c:2]1([S:35][CH:33]([CH3:32])[CH3:34])[c:3]([C:18](=[O:19])[c:20]2[n:21][c:22]3[c:23]([n:24]2[CH3:25])[cH:26][cH:27][cH:28][cH:29]3)[s:4][c:5]2[n:6]([CH2:14][CH:15]([CH3:16])[CH3:17])[c:7](=[O:13])[n:8]([CH3:12])[c:9](=[O:11])[c:10]12. The product is Cl, CC(C)(C)c1nc(-c2cccc(NS(=O)(=O)c3cc(F)ccc3F)c2F)c(-c2ccnc(NCCN)n2)s1. As a reaction SMILES: [CH2:2]1[O:3][CH2:4][CH2:5][O:6][CH2:7]1.[CH3:53][OH:54].[Cl:55][CH2:56][Cl:57].[ClH:1].[F:8][c:9]1[c:10]([S:16](=[O:17])(=[O:18])[NH:19][c:20]2[c:21]([F:52])[c:22](-[c:26]3[n:27][c:28]([C:48]([CH3:49])([CH3:50])[CH3:51])[s:29][c:30]3-[c:31]3[n:32][c:33]([NH:37][CH2:38][CH2:39][NH:40][C:41](=[O:42])[O:43][C:44]([CH3:45])([CH3:46])[CH3:47])[n:34][cH:35][cH:36]3)[cH:23][cH:24][cH:25]2)[cH:11][c:12]([F:15])[cH:13][cH:14]1>>[ClH:1].[F:8][c:9]1[c:10]([S:16](=[O:17])(=[O:18])[NH:19][c:20]2[c:21]([F:52])[c:22](-[c:26]3[n:27][c:28]([C:48]([CH3:49])([CH3:50])[CH3:51])[s:29][c:30]3-[c:31]3[n:32][c:33]([NH:37][CH2:38][CH2:39][NH2:40])[n:34][cH:35][cH:36]3)[cH:23][cH:24][cH:25]2)[cH:11][c:12]([F:15])[cH:13][cH:14]1. The reactants are C1COCCO1, CO, ClCCl, Cl, CC(C)(C)OC(=O)NCCNc1nccc(-c2sc(C(C)(C)C)nc2-c2cccc(NS(=O)(=O)c3cc(F)ccc3F)c2F)n1.